The task is: describe an organic reaction: reactants, conditions, products, and yield. This data is from the Open Reaction Database (ORD), a public repository of structured organic reaction records. Reactants: ONC(=N)C=1C=C(C(=O)O)C=CC1 (3-(N-hydroxycarbamimidoyl)benzoic acid), C(C)(=O)OC(C)=O (acetic anhydride). The solvent is C(C)(=O)O (acetic acid). Conditions: temperature 118 celsius. The product is CC1=NC(=NO1)C=1C=C(C(=O)O)C=CC1 (3-(5-methyl-1,2,4-oxadiazol-3-yl)benzoic acid). As a reaction SMILES: [OH:1][NH:2][C:3]([C:5]1[CH:6]=[C:7]([CH:11]=[CH:12][CH:13]=1)[C:8]([OH:10])=[O:9])=[NH:4].[C:14](OC(=O)C)(=O)[CH3:15]>C(O)(=O)C>[CH3:14][C:15]1[O:1][N:2]=[C:3]([C:5]2[CH:6]=[C:7]([CH:11]=[CH:12][CH:13]=2)[C:8]([OH:10])=[O:9])[N:4]=1. Procedure: A mixture of 614 g (3.41 mol) of 3-(N-hydroxycarbamimidoyl)benzoic acid, 756 ml (8.0 mol) of acetic anhydride and 2 l of acetic acid is heated at a temperature of 118° C. for 14 hours. The reaction mixture is cooled to 6° C. and filtered off with suction. The residue is taken up in 2 l of water, filtered off with suction and washed well with water. The residue is recrystallised from ethanol/water: 3-(5-methyl-1,2,4-oxadiazol-3-yl)benzoic acid as colourless crystals; m.p. 225°; ESI 205 (M+H). The reactants are Cl (hydrochloric acid), CCOC(=S)[S-].[K+] (potassium ethyl xanthogenate), ice water, NC=1C(=CC(=C(C1)N1N=C(N(C1=O)C(F)F)C)Br)F (1-(5-amino-2-bromo-4-fluorophenyl)-4-(difluoromethyl)-3-methyl-1H-1,2,4-triazol-5(4H)-one). The solvent is CN(C=O)C (N,N-dimethylformamide). Run at temperature 140 celsius. Product: BrC1=CC2=C(N=C(S2)S)C=C1N1N=C(N(C1=O)C(F)F)C (1-(6-bromo-2-mercaptobenzo[d]thiazol-5-yl)-4-(difluoromethyl)-3-methyl-1H-1,2,4-triazol-5(4H)-one). The yield is 48.0%. As a reaction SMILES: [NH2:1][C:2]1[C:3](F)=[CH:4][C:5]([Br:18])=[C:6]([N:8]2[C:12](=[O:13])[N:11]([CH:14]([F:16])[F:15])[C:10]([CH3:17])=[N:9]2)[CH:7]=1.CCO[C:23]([S-:25])=[S:24].[K+].Cl>CN(C)C=O>[Br:18][C:5]1[C:6]([N:8]2[C:12](=[O:13])[N:11]([CH:14]([F:16])[F:15])[C:10]([CH3:17])=[N:9]2)=[CH:7][C:2]2[N:1]=[C:23]([SH:25])[S:24][C:3]=2[CH:4]=1 |f:1.2|. Procedure: 30 mL N,N-dimethylformamide was charged with 0.01 mol 1-(5-amino-2-bromo-4-fluorophenyl)-4-(difluoromethyl)-3-methyl-1H-1,2,4-triazol-5(4H)-one. The mixture was stirred until it became clear. Then, 0.02 mol potassium ethyl xanthogenate was added to the mixture in two portions. The mixture was refluxed at 140° C. for 7 h, cooled, and poured into 100 mL ice water slurry. Then, the mixture was acidified with 6 mol/L hydrochloric acid, and a large amount of solids crushed out. The title compound was... Reaction SMILES: [Cl:1][C:2]1[C:10]([Cl:11])=[CH:9][CH:8]=[CH:7][C:3]=1[C:4]([OH:6])=O.[F:12][CH:13]([F:28])[C:14]1[N:19]=[CH:18][C:17]([CH:20]([CH2:23][C:24]2([F:27])[CH2:26][CH2:25]2)[CH2:21][NH2:22])=[CH:16][N:15]=1>>[Cl:1][C:2]1[C:10]([Cl:11])=[CH:9][CH:8]=[CH:7][C:3]=1[C:4]([NH:22][CH2:21][CH:20]([C:17]1[CH:18]=[N:19][C:14]([CH:13]([F:28])[F:12])=[N:15][CH:16]=1)[CH2:23][C:24]1([F:27])[CH2:26][CH2:25]1)=[O:6]. Starting materials: ClC1=C(C(=O)O)C=CC=C1Cl (2,3-dichlorobenzoic acid), FC(C1=NC=C(C=N1)C(CN)CC1(CC1)F)F (2-(2-(difluoromethyl)pyrimidin-5-yl)-3-(1-fluorocyclopropyl)propan-1-amine). Procedure: The racemic mixture which was prepared in a similar manner to example 3a from 2,3-dichlorobenzoic acid and 2-(2-(difluoromethyl)pyrimidin-5-yl)-3-(1-fluorocyclopropyl)propan-1-amine was separated into the two enantiomers by preparative SFC to yield the title compound. LCMS (MH+): m/z=418.1, tR (minutes, Method F)=2.89. [α]D20=+21.70 (c=3.00 mg/mL,CHCl3) The product is ClC1=C(C(=O)NCC(CC2(CC2)F)C=2C=NC(=NC2)C(F)F)C=CC=C1Cl ((+)-2,3-Dichloro-N-(2-(2-(difluoromethyl)pyrimidin-5-yl)-3-(1-fluorocyclopropyl)propyl)benzamide). Reactants: CC(C)(C)OC(=O)CBr, O=C([O-])[O-], NC(=O)CC1CN(Cc2ccc(F)cc2)CCN1C(=O)COc1ccc(Cl)cc1O, [Cs+], [Cs+], C1COCCO1. The product is CC(C)(C)OC(=O)COc1cc(Cl)ccc1OCC(=O)N1CCN(Cc2ccc(F)cc2)CC1CC(N)=O. RXN SMILES: [Br:37][CH2:38][C:39](=[O:40])[O:41][C:42]([CH3:43])([CH3:44])[CH3:45].[C:31](=[O:32])([O-:33])[O-:34].[Cl:1][c:2]1[cH:3][c:4]([OH:30])[c:5]([O:6][CH2:7][C:8](=[O:9])[N:10]2[CH:11]([CH2:24][C:25](=[O:26])[NH2:27])[CH2:12][N:13]([CH2:16][c:17]3[cH:18][cH:19][c:20]([F:23])[cH:21][cH:22]3)[CH2:14][CH2:15]2)[cH:28][cH:29]1.[Cs+:35].[Cs+:36].[O:46]1[CH2:47][CH2:48][O:49][CH2:50][CH2:51]1>>[Cl:1][c:2]1[cH:3][c:4]([O:30][CH2:38][C:39](=[O:40])[O:41][C:42]([CH3:43])([CH3:44])[CH3:45])[c:5]([O:6][CH2:7][C:8](=[O:9])[N:10]2[CH:11]([CH2:24][C:25](=[O:26])[NH2:27])[CH2:12][N:13]([CH2:16][c:17]3[cH:18][cH:19][c:20]([F:23])[cH:21][cH:22]3)[CH2:14][CH2:15]2)[cH:28][cH:29]1. Starting materials: C1(CCCC1)C(=O)C=1C=C(C=C(C1)O)OS(=O)(=O)C(F)(F)F (trifluoro-methanesulfonic acid 3-cyclopentanecarbonyl-5-hydroxy-phenyl ester), C1OC=2C=C(C=CC2O1)B(O)O (3,4-methylenedioxyphenylboronic acid), C([O-])([O-])=O.[Na+].[Na+] (sodium carbonate). Reagents/catalysts: C=1C=CC(=CC1)[P](C=2C=CC=CC2)(C=3C=CC=CC3)[Pd]([P](C=4C=CC=CC4)(C=5C=CC=CC5)C=6C=CC=CC6)([P](C=7C=CC=CC7)(C=8C=CC=CC8)C=9C=CC=CC9)[P](C=1C=CC=CC1)(C=1C=CC=CC1)C=1C=CC=CC1 (Pd(PPh3)4). Solvent: C(C)(=O)OCC (ethyl acetate), COCCOC (1,2-dimethoxyethane). Conditions: temperature 90 celsius, time 3 hour. Product: O1COC2=C1C=CC(=C2)C=2C=C(C=C(C2)O)C(=O)C2CCCC2 ((3-Benzo[1,3]dioxol-5-yl-5-hydroxy-phenyl)-cyclopentyl-methanone). The yield is 36.3%. Reaction SMILES: [CH:1]1([C:6]([C:8]2[CH:9]=[C:10](OS(C(F)(F)F)(=O)=O)[CH:11]=[C:12]([OH:14])[CH:13]=2)=[O:7])[CH2:5][CH2:4][CH2:3][CH2:2]1.[CH2:23]1[O:31][C:30]2[CH:29]=[CH:28][C:27](B(O)O)=[CH:26][C:25]=2[O:24]1.C(=O)([O-])[O-].[Na+].[Na+]>COCCOC.C(OCC)(=O)C.C1C=CC([P]([Pd]([P](C2C=CC=CC=2)(C2C=CC=CC=2)C2C=CC=CC=2)([P](C2C=CC=CC=2)(C2C=CC=CC=2)C2C=CC=CC=2)[P](C2C=CC=CC=2)(C2C=CC=CC=2)C2C=CC=CC=2)(C2C=CC=CC=2)C2C=CC=CC=2)=CC=1>[O:24]1[C:25]2[CH:26]=[CH:27][C:28]([C:10]3[CH:9]=[C:8]([C:6]([CH:1]4[CH2:2][CH2:3][CH2:4][CH2:5]4)=[O:7])[CH:13]=[C:12]([OH:14])[CH:11]=3)=[CH:29][C:30]=2[O:31][CH2:23]1 |f:2.3.4,^1:56,58,77,96|. Procedure details: To a solution of trifluoro-methanesulfonic acid 3-cyclopentanecarbonyl-5-hydroxy-phenyl ester (300 mg) in 1,2-dimethoxyethane (4 mL) were added 3,4-methylenedioxyphenylboronic acid (295 mg), 2 M aq. sodium carbonate solution (0.9 mL) and Pd(PPh3)4 (10 mg) and the resulting mixture was stirred at 90° C. for 3 h. Then the reaction mixture was diluted with ethyl acetate, filtered through Celite and washed with water and brine. The organic extract was dried over anhydrous sodium sulfate, concentrate... Starting materials: OBO, Nc1ccc(Br)cc1N, O=C([O-])[O-], CO, Cc1ccccc1, Nc1nc2ccccc2[nH]1, [Na+], [Na+], O, c1ccc(P(c2ccccc2)(c2ccccc2)[Pd](P(c2ccccc2)(c2ccccc2)c2ccccc2)(P(c2ccccc2)(c2ccccc2)c2ccccc2)P(c2ccccc2)(c2ccccc2)c2ccccc2)cc1. Yields the product Br, Nc1nc2ccccc2[nH]1. Reaction SMILES: [BH:20]([OH:21])[OH:22].[Br:11][c:12]1[cH:13][c:14]([NH2:15])[c:16]([NH2:17])[cH:18][cH:19]1.[C:23](=[O:24])([O-:25])[O-:26].[CH3:106][OH:107].[CH3:109][c:110]1[cH:111][cH:112][cH:113][cH:114][cH:115]1.[NH2:1][c:2]1[n:3][c:4]2[cH:5][cH:6][cH:7][cH:8][c:9]2[nH:10]1.[Na+:27].[Na+:28].[OH2:108].[cH:29]1[cH:30][cH:31][c:32]([P:33]([Pd:34]([P:35]([c:36]2[cH:37][cH:38][cH:39][cH:40][cH:41]2)([c:42]2[cH:43][cH:44][cH:45][cH:46][cH:47]2)[c:48]2[cH:49][cH:50][cH:51][cH:52][cH:53]2)([P:54]([c:55]2[cH:56][cH:57][cH:58][cH:59][cH:60]2)([c:61]2[cH:62][cH:63][cH:64][cH:65][cH:66]2)[c:67]2[cH:68][cH:69][cH:70][cH:71][cH:72]2)[P:73]([c:74]2[cH:75][cH:76][cH:77][cH:78][cH:79]2)([c:80]2[cH:81][cH:82][cH:83][cH:84][cH:85]2)[c:86]2[cH:87][cH:88][cH:89][cH:90][cH:91]2)([c:92]2[cH:93][cH:94][cH:95][cH:96][cH:97]2)[c:98]2[cH:99][cH:100][cH:101][cH:102][cH:103]2)[cH:104][cH:105]1>>[BrH:11].[NH2:1][c:2]1[n:3][c:4]2[cH:5][cH:6][cH:7][cH:8][c:9]2[nH:10]1. Reactants: O=C([O-])[O-], CN(C)C=O, [Cs+], [Cs+], O=Cc1ccc(F)c([N+](=O)[O-])c1, NC(=O)c1sc(N)nc1-c1ccc(Cl)cc1, O. Yields the product NC(=O)c1sc(Nc2ccc(C=O)cc2[N+](=O)[O-])nc1-c1ccc(Cl)cc1. As a reaction SMILES: [C:34](=[O:35])([O-:36])[O-:37].[CH3:29][N:30]([CH3:31])[CH:32]=[O:33].[Cs+:38].[Cs+:39].[F:17][c:18]1[c:19]([N+:26](=[O:27])[O-:28])[cH:20][c:21]([CH:22]=[O:23])[cH:24][cH:25]1.[NH2:1][c:2]1[s:3][c:4]([C:14](=[O:15])[NH2:16])[c:5](-[c:7]2[cH:8][cH:9][c:10]([Cl:13])[cH:11][cH:12]2)[n:6]1.[OH2:40]>>[NH:1]([c:2]1[s:3][c:4]([C:14](=[O:15])[NH2:16])[c:5](-[c:7]2[cH:8][cH:9][c:10]([Cl:13])[cH:11][cH:12]2)[n:6]1)[c:18]1[c:19]([N+:26](=[O:27])[O-:28])[cH:20][c:21]([CH:22]=[O:23])[cH:24][cH:25]1. The reactants are BrB(Br)Br, COc1ccc(Cl)c(-c2ccc3nc(N)ncc3c2)c1, ClCCl, [Na+], O=C([O-])O. The product is Nc1ncc2cc(-c3cc(O)ccc3Cl)ccc2n1. Reaction SMILES: [B:21]([Br:22])([Br:23])[Br:24].[Cl:1][c:2]1[c:3](-[c:10]2[cH:11][c:12]3[cH:13][n:14][c:15]([NH2:20])[n:16][c:17]3[cH:18][cH:19]2)[cH:4][c:5]([O:8][CH3:9])[cH:6][cH:7]1.[Cl:30][CH2:31][Cl:32].[Na+:29].[O-:25][C:26]([OH:27])=[O:28]>>[Cl:1][c:2]1[c:3](-[c:10]2[cH:11][c:12]3[cH:13][n:14][c:15]([NH2:20])[n:16][c:17]3[cH:18][cH:19]2)[cH:4][c:5]([OH:8])[cH:6][cH:7]1. Starting materials: C(=O)C1=C2N=C3C(=CC=C(C3=NC2=C(C=C1O)O)C(=O)O)O (6-Formyl-4,7,9-trihydroxy-1-phenazinecarboxylic acid), C(=O)(N1C=NC=C1)N1C=NC=C1 (1,1'-carbonyldiimidazole), CN(CCN)C (N,N-dimethylethylenediamine). Solvent: CN(C=O)C (DMF), CN(C=O)C (dimethylformamide). Reaction conditions: temperature 25 celsius, time 20 minute. The product is CN(CCNC(=O)C1=CC=C(C2=NC3=C(C(=CC(=C3N=C12)O)O)C=NCCN(C)C)O)C (N-[2-(dimethylamino)ethyl]-6-[[[2-(dimethylamino)ethyl]imino]methyl]-4,7,9-trihydroxy-1-phenazinecarboxamide). Reaction SMILES: [CH:1]([C:3]1[C:16]([OH:17])=[CH:15][C:14]([OH:18])=[C:13]2[C:4]=1[N:5]=[C:6]1[C:11](=[N:12]2)[C:10]([C:19]([OH:21])=O)=[CH:9][CH:8]=[C:7]1[OH:22])=O.[C:23]([N:30]1[CH:34]=[CH:33][N:32]=[CH:31]1)(N1C=CN=C1)=O.[CH3:35][N:36]([CH3:40])[CH2:37][CH2:38][NH2:39]>CN(C)C=O>[CH3:31][N:30]([CH3:23])[CH2:34][CH2:33][NH:32][C:19]([C:10]1[C:11]2[C:6](=[N:5][C:4]3[C:13]([N:12]=2)=[C:14]([OH:18])[CH:15]=[C:16]([OH:17])[C:3]=3[CH:1]=[N:39][CH2:38][CH2:37][N:36]([CH3:40])[CH3:35])[C:7]([OH:22])=[CH:8][CH:9]=1)=[O:21]. Reported procedure: 6-Formyl-4,7,9-trihydroxy-1-phenazinecarboxylic acid (520 mg, 1.73 mmoles) was suspended in 15 ml of dry dimethylformamide (DMF) and 1,1'-carbonyldiimidazole (700 mg, 4.32 mmoles) dissolved in 4 ml of DMF was added. The reaction mixture was stirred for 20 minutes at 25° C. until a clear solution had formed. The solution was then cooled in an ice bath and N,N-dimethylethylenediamine (0.6 ml) added. After stirring for 15 minutes at 25° C. the excess reagents were removed under vacuum to yield N-[2...